describe an organic reaction: reactants, conditions, products, and yield From a dataset of the Open Reaction Database (ORD), a public repository of structured organic reaction records. Reactants: FC1=CC=C(C(=O)N2C(SC3=C2C=CC=C3)C#N)C=C1 (3-(4-fluorobenzoyl)-2,3-dihydrobenzo[d]thiazole-2-carbonitrile), F[B-](F)(F)F.[H+] (tetrafluoroboric acid), C(#CC(=O)OC)C(=O)OC (dimethyl acetylenedicarboxylate). Solvent: ClCCl (dichloromethane), CN(C)C=O (DMF). Run at time 3 hour. Product: FC1=CC=C(C=C1)C1=C(C(=C2SC3=C(N21)C=CC=C3)C(=O)OC)C(=O)OC (dimethyl 1-(4-fluorophenyl)benzo[d]pyrrolo[2,1-b]thiazole-2,3-dicarboxylate). RXN SMILES: [F:1][C:2]1[CH:20]=[CH:19][C:5]([C:6]([N:8]2[C:12]3[CH:13]=[CH:14][CH:15]=[CH:16][C:11]=3[S:10][CH:9]2C#N)=O)=[CH:4][CH:3]=1.F[B-](F)(F)F.[H+].[C:27]([C:33]([O:35][CH3:36])=[O:34])#[C:28][C:29]([O:31][CH3:32])=[O:30]>ClCCl.CN(C=O)C>[F:1][C:2]1[CH:3]=[CH:4][C:5]([C:6]2[N:8]3[C:9]([S:10][C:11]4[CH:16]=[CH:15][CH:14]=[CH:13][C:12]=43)=[C:28]([C:29]([O:31][CH3:32])=[O:30])[C:27]=2[C:33]([O:35][CH3:36])=[O:34])=[CH:19][CH:20]=1 |f:1.2|. Procedure details: To a solution of 3-(4-fluorobenzoyl)-2,3-dihydrobenzo[d]thiazole-2-carbonitrile (8.1 g, 28.0 mmol) in dichloromethane (50 mL) was added dropwise 8 mL of tetrafluoroboric acid (HBF4). The solution was stirred for 3 h at room temperature. The brown precipitates appeared were collected by filtration and the filter cake was washed with ether. The solid salt was added to a solution of dimethyl acetylenedicarboxylate (12.2 g, 84.0 mmol) in DMF (40 mL) and then warmed at 35° C. for 14 h. The reaction m...